This data is from the Open Reaction Database (ORD), a public repository of structured organic reaction records. The task is: describe an organic reaction: reactants, conditions, products, and yield The reactants are C1(CCCCC1)N=C=NC1CCCCC1 (dicyclohexylcarbodiimide), C(C)(C)(C)OC(=O)NCC(=O)NCC(=O)O (t-butoxycarbonyl-glycyl-glycine), ClC1=C(C=C(C(=C1)Cl)Cl)O (2,4,5-trichlorophenol), ON1C(CCC1=O)=O (N-hydroxysuccinimide). Run in CN(C=O)C (dimethylformamide), CN(C=O)C (dimethylformamide). Run at time 48 hour. Product: ClC1=C(C=C(C(=C1)Cl)Cl)OC(CNC(CNC(=O)OC(C)(C)C)=O)=O (t-Butoxycarbonyl-glycyl-glycine-2,4,5-Trichlorophenyl Ester). As a reaction SMILES: [C:1]([O:5][C:6]([NH:8][CH2:9][C:10]([NH:12][CH2:13][C:14]([OH:16])=[O:15])=[O:11])=[O:7])([CH3:4])([CH3:3])[CH3:2].[Cl:17][C:18]1[CH:23]=[C:22]([Cl:24])[C:21]([Cl:25])=[CH:20][C:19]=1O.ON1C(=O)CCC1=O.C1(N=C=NC2CCCCC2)CCCCC1>CN(C)C=O>[Cl:17][C:18]1[CH:23]=[C:22]([Cl:24])[C:21]([Cl:25])=[CH:20][C:19]=1[O:15][C:14](=[O:16])[CH2:13][NH:12][C:10](=[O:11])[CH2:9][NH:8][C:6]([O:5][C:1]([CH3:4])([CH3:2])[CH3:3])=[O:7]. Procedure details: Dissolve 2.5 g. of t-butoxycarbonyl-glycyl-glycine in dimethylformamide (20 ml.) containing 2,4,5-trichlorophenol (2.13 g.) and N-hydroxysuccinimide (1.4 g.) . Cool the solution in an ice bath and stir while adding dicyclohexylcarbodiimide (2.44 g.) in dimethylformamide (5 ml.). Allow the reaction mixture to stand at room temperature for 48 hours, filter the reaction mixture and evaporate the filtrate to dryness under reduced pressure. Chromatograh the residue on silica gel (150 g.). The desired... The reactants are 34.5, FC1=CC=C(C=C1)CN1C(=NC2=C1C=CC=C2)CC2CCN(CC2)CCN2C1=NC=NC=C1N=C2S (9-[2-[4-[[1-[(4-fluorophenyl)methyl]-1H-benzimidazol-2-yl]methyl]-1-piperidinyl]ethyl]-9H-purine-8-thiol), CN(C=O)C (N,N-dimethylformamide), [H-].[Na+] (sodium hydride), IC (iodomethane). Run in O (water). Reaction conditions: time 0.5 hour. Yields the product 28.3, FC1=CC=C(C=C1)CN1C(=NC2=C1C=CC=C2)CC2CCN(CC2)CCN2C1=NC=NC=C1N=C2SC (9-[2-[4-[[1-[(4-fluorophenyl)methyl]-1H-benzimidazol-2-yl]methyl]-1-piperidinyl]ethyl]-8-(methylthio)-9H-purine). Isolated yield 80.0%. RXN SMILES: [F:1][C:2]1[CH:7]=[CH:6][C:5]([CH2:8][N:9]2[C:13]3[CH:14]=[CH:15][CH:16]=[CH:17][C:12]=3[N:11]=[C:10]2[CH2:18][CH:19]2[CH2:24][CH2:23][N:22]([CH2:25][CH2:26][N:27]3[C:35]([SH:36])=[N:34][C:33]4[C:28]3=[N:29][CH:30]=[N:31][CH:32]=4)[CH2:21][CH2:20]2)=[CH:4][CH:3]=1.[CH3:37]N(C)C=O.[H-].[Na+].IC>O>[F:1][C:2]1[CH:3]=[CH:4][C:5]([CH2:8][N:9]2[C:13]3[CH:14]=[CH:15][CH:16]=[CH:17][C:12]=3[N:11]=[C:10]2[CH2:18][CH:19]2[CH2:24][CH2:23][N:22]([CH2:25][CH2:26][N:27]3[C:35]([S:36][CH3:37])=[N:34][C:33]4[C:28]3=[N:29][CH:30]=[N:31][CH:32]=4)[CH2:21][CH2:20]2)=[CH:6][CH:7]=1 |f:2.3|. Reported procedure: To a stirred mixture of 34.5 parts of 9-[2-[4-[[1-[(4-fluorophenyl)methyl]-1H-benzimidazol-2-yl]methyl]-1-piperidinyl]ethyl]-9H-purine-8-thiol and 180 parts of N,N-dimethylformamide were added portionwise 3.2 parts of a sodium hydride dispersion 50%. Upon completion, stirring was continued for 0.5 hours at room temperature. 11.5 Parts of iodomethane were added dropwise. After complete addition, the whole was stirred for 1 hour. The reaction mixture was poured into water. The product was extracte...